describe an organic reaction: reactants, conditions, products, and yield From a dataset of the Open Reaction Database (ORD), a public repository of structured organic reaction records. Reactants: CC1=NC2(CCOc3ccc(Br)cc32)NC1=S, CO, N. The product is CC1=NC2(CCOc3ccc(Br)cc32)N=C1N. As a reaction SMILES: [Br:1][c:2]1[cH:3][c:4]2[c:9]([cH:10][cH:11]1)[O:8][CH2:7][CH2:6][C:5]21[NH:12][C:13](=[S:17])[C:14]([CH3:16])=[N:15]1.[CH3:19][OH:20].[NH3:18]>>[Br:1][c:2]1[cH:3][c:4]2[c:9]([cH:10][cH:11]1)[O:8][CH2:7][CH2:6][C:5]21[N:12]=[C:13]([NH2:18])[C:14]([CH3:16])=[N:15]1. Reactants: O=C1CCC(=O)N1Br, CCOC(=O)C1(C(=O)OCC)CCc2cc3c(cc2C1c1cc(OC)c(OC)c(OC)c1)OCO3. The product is CCOC(=O)C1(C(=O)OCC)CC(=O)c2cc3c(cc2C1c1cc(OC)c(OC)c(OC)c1)OCO3. RXN SMILES: [Br:36][N:37]1[C:38](=[O:40])[CH2:41][CH2:42][C:43]1=[O:39].[C:1](=[O:2])([O:3][CH2:4][CH3:5])[C:6]1([C:31](=[O:32])[O:33][CH2:34][CH3:35])[CH:7]([c:19]2[cH:20][c:21]([O:29][CH3:30])[c:22]([O:27][CH3:28])[c:23]([O:25][CH3:26])[cH:24]2)[c:8]2[cH:9][c:10]3[c:11]([cH:12][c:13]2[CH2:14][CH2:15]1)[O:16][CH2:17][O:18]3>>[C:1](=[O:2])([O:3][CH2:4][CH3:5])[C:6]1([C:31](=[O:32])[O:33][CH2:34][CH3:35])[CH:7]([c:19]2[cH:20][c:21]([O:29][CH3:30])[c:22]([O:27][CH3:28])[c:23]([O:25][CH3:26])[cH:24]2)[c:8]2[cH:9][c:10]3[c:11]([cH:12][c:13]2[C:14](=[O:39])[CH2:15]1)[O:16][CH2:17][O:18]3.